This data is from the Open Reaction Database (ORD), a public repository of structured organic reaction records. The task is: describe an organic reaction: reactants, conditions, products, and yield The reactants are COC(C1=CC(=C(C=C1)OC)C(C)=O)=O (3-Acetyl-4-methoxy-benzoic acid methyl ester), BrBr (bromine). The solvent is C(C)(=O)O (acetic acid), Br (hydrobromic acid). Product: COC(C1=CC(=C(C=C1)OC)C(CBr)=O)=O (3-(2-Bromo-acetyl)-4-methoxy-benzoic acid methyl ester). Isolated yield 68.5%. As a reaction SMILES: [CH3:1][O:2][C:3](=[O:15])[C:4]1[CH:9]=[CH:8][C:7]([O:10][CH3:11])=[C:6]([C:12](=[O:14])[CH3:13])[CH:5]=1.[Br:16]Br>C(O)(=O)C.Br>[CH3:1][O:2][C:3](=[O:15])[C:4]1[CH:9]=[CH:8][C:7]([O:10][CH3:11])=[C:6]([C:12](=[O:14])[CH2:13][Br:16])[CH:5]=1. Reported procedure: 3-Acetyl-4-methoxy-benzoic acid methyl ester (T. Nagano et al., J. Am. Chem. Soc. 75 (1953), 6237-6238) (1.25 g) was dissolved in a mixture of acetic acid (7 ml) and hydrobromic acid (3 ml), the solution was cooled in an ice bath, and bromine (0.961 g) added. The mixture was allowed to slowly warm to room temperature and react for 2 h. Then the mixture was evaporated to dryness in vacuo, the residue was partitioned between EA and a saturated aqueous sodium hydrogencarbonate solution, the aqueous... The reactants are CC(=O)C (acetone), CC(=O)C1=CC(=C(C(=C1)C(C)(C)C)O)C(C)(C)C (3,5-di-tert-butyl-4-hydroxyacetophenone), FC(S(=O)(=O)O[Si](C)(C)C)(F)F (trimethylsilyl trifluoromethanesulphonate), C(C)(C)N(CC)C(C)C (di-isopropyl ethylamine). The solvent is C(Cl)Cl (methylene chloride). Conditions: temperature -78 celsius, time 10 minute. The product is C(C)(C)(C)C=1C=C(C=C(C1O)C(C)(C)C)C(CC(C)(C)O)=O (1-(3,5-di-tert-butyl-4-hydroxyphenyl)-3-hydroxy-3-methyl-butan-1-one). As a reaction SMILES: [CH3:1][C:2]([C:4]1[CH:9]=[C:8]([C:10]([CH3:13])([CH3:12])[CH3:11])[C:7]([OH:14])=[C:6]([C:15]([CH3:18])([CH3:17])[CH3:16])[CH:5]=1)=[O:3].C(N(C(C)C)CC)(C)C.FC(F)(F)S(O[Si](C)(C)C)(=O)=O.[CH3:40][C:41]([CH3:43])=[O:42]>C(Cl)Cl>[C:15]([C:6]1[CH:5]=[C:4]([C:2](=[O:3])[CH2:1][C:41]([OH:42])([CH3:43])[CH3:40])[CH:9]=[C:8]([C:10]([CH3:11])([CH3:13])[CH3:12])[C:7]=1[OH:14])([CH3:18])([CH3:17])[CH3:16]. Procedure: A stirred solution of 3,5-di-tert-butyl-4-hydroxyacetophenone (Apim Chemicals, Ltd.) (4 g) in dry methylene chloride (250 mL) is cooled to -78° C. and di-isopropyl ethylamine (7.3 mL) is added followed by trimethylsilyl trifluoromethanesulphonate (Aldrich Chemical Co.) (8.0 mL). The mixture is stirred at -78° C. for 10 minutes and is allowed to warm to ambient temperature over 1 hour. The mixture is cooled again to -78° C. and dry acetone (4.05 mL) is added dropwise. After stirring for 25 minute... The reactants are N#Cc1ccccc1Cn1c(Cl)cc(=O)[nH]c1=O, Cn1c(=O)cc(N2CCCC(N)C2)n(Cc2ccccc2C#N)c1=O. Yields the product N#Cc1ccccc1Cn1c(N2CCCC(N)C2)cc(=O)[nH]c1=O. RXN SMILES: [Cl:1][c:2]1[n:3]([CH2:4][c:5]2[cH:6][cH:7][cH:8][cH:9][c:10]2[C:11]#[N:12])[c:13](=[O:14])[nH:15][c:16](=[O:17])[cH:18]1.[NH2:19][CH:20]1[CH2:21][N:22]([c:26]2[cH:27][c:28](=[O:43])[n:29]([CH3:42])[c:30](=[O:41])[n:31]2[CH2:32][c:33]2[c:34]([C:35]#[N:36])[cH:37][cH:38][cH:39][cH:40]2)[CH2:23][CH2:24][CH2:25]1>>[NH2:19][CH:20]1[CH2:21][N:22]([c:26]2[cH:27][c:28](=[O:43])[nH:29][c:30](=[O:41])[n:31]2[CH2:32][c:33]2[c:34]([C:35]#[N:36])[cH:37][cH:38][cH:39][cH:40]2)[CH2:23][CH2:24][CH2:25]1. Starting materials: CC(=O)O[BH-](OC(C)=O)OC(C)=O, C1CCNC1, COc1ccc(CCNc2cc(-c3ccc(C=O)s3)nc(OC)n2)cc1, CC(=O)O, CO, ClCCCl, [Na+]. Product: COc1ccc(CCNc2cc(-c3ccc(CN4CCCC4)s3)nc(OC)n2)cc1. RXN SMILES: [C:32]([O:33][BH-:34]([O:35][C:36](=[O:37])[CH3:38])[O:39][C:40](=[O:41])[CH3:42])(=[O:43])[CH3:44].[CH2:27]1[CH2:28][CH2:29][NH:30][CH2:31]1.[CH3:1][O:2][c:3]1[n:4][c:5]([NH:16][CH2:17][CH2:18][c:19]2[cH:20][cH:21][c:22]([O:25][CH3:26])[cH:23][cH:24]2)[cH:6][c:7](-[c:9]2[cH:10][cH:11][c:12]([CH:14]=[O:15])[s:13]2)[n:8]1.[CH3:46][C:47](=[O:48])[OH:49].[CH3:50][OH:51].[Cl:52][CH2:53][CH2:54][Cl:55].[Na+:45]>>[CH3:1][O:2][c:3]1[n:4][c:5]([NH:16][CH2:17][CH2:18][c:19]2[cH:20][cH:21][c:22]([O:25][CH3:26])[cH:23][cH:24]2)[cH:6][c:7](-[c:9]2[cH:10][cH:11][c:12]([CH2:14][N:30]3[CH2:29][CH2:28][CH2:27][CH2:31]3)[s:13]2)[n:8]1. Reactants: [OH-].[Na+] (sodium hydroxide), C1(CC1)COC1=CC=C(C=C1)O (p-(cyclopropylmethoxy)-phenol), C(Cl)C1CO1 (epichlorohydrin). Run in O (water), C(C)O (ethanol). Conditions: time 24 hour. The product is C1(CC1)COC1=CC=C(OCC2OC2)C=C1 (p-(cyclopropylmethoxy)-phenoxymethyloxirane). RXN SMILES: [OH-].[Na+].[CH:3]1([CH2:6][O:7][C:8]2[CH:13]=[CH:12][C:11]([OH:14])=[CH:10][CH:9]=2)[CH2:5][CH2:4]1.[CH2:15]([CH:17]1[O:19][CH2:18]1)Cl>O.C(O)C>[CH:3]1([CH2:6][O:7][C:8]2[CH:9]=[CH:10][C:11]([O:14][CH2:15][CH:17]3[CH2:18][O:19]3)=[CH:12][CH:13]=2)[CH2:4][CH2:5]1 |f:0.1|. Procedure details: A mixture of 0.46 g of sodium hydroxide in 1.8 ml water and 14 ml ethanol, 1.64 g of p-(cyclopropylmethoxy)-phenol and 5.54 g of epichlorohydrin is stirred at room temperature in a nitrogen atmosphere for 24 hours and left at room temperature for 21/2 days. The solvent is evaporated in vacuo and the residue is taken up in ether, washed with water and sodium chloride solution. After drying over anhydrous magnesium sulfate, the solution is filtered and concentrated under reduced pressure to yield ...